Dataset: the Open Reaction Database (ORD), a public repository of structured organic reaction records. Task: describe an organic reaction: reactants, conditions, products, and yield RXN SMILES: [NH2:1][C:2]1[N:7]=[C:6]([NH:8][CH2:9][CH2:10][CH3:11])[C:5]([C:12]([O:14][CH2:15][CH3:16])=[O:13])=[CH:4][N:3]=1.Br[C:18]1[CH:25]=[CH:24][C:21]([C:22]#[N:23])=[CH:20][CH:19]=1.C(=O)([O-])[O-].[Cs+].[Cs+]>O1CCOCC1.C1C=CC(/C=C/C(/C=C/C2C=CC=CC=2)=O)=CC=1.C1C=CC(/C=C/C(/C=C/C2C=CC=CC=2)=O)=CC=1.C1C=CC(/C=C/C(/C=C/C2C=CC=CC=2)=O)=CC=1.[Pd].[Pd]>[C:22]([C:21]1[CH:24]=[CH:25][C:18]([NH:1][C:2]2[N:7]=[C:6]([NH:8][CH2:9][CH2:10][CH3:11])[C:5]([C:12]([O:14][CH2:15][CH3:16])=[O:13])=[CH:4][N:3]=2)=[CH:19][CH:20]=1)#[N:23] |f:2.3.4,6.7.8.9.10|. Procedure details: To a solution of tris(dibenzylideneacetone)dipalladium(0) (1.14 g) and 4,5′-bis(diphenylphosphino)-9,9′-dimethylxanthene (1.45 g) in 1,4-dioxane (150 mL), ethyl 2-amino-4-(propylamino)pyrimidine-5-carboxylate (C3, 5.61 g), 4-bromobenzonitrile (6.83 g) and cesium carbonate (24.40 g) were added at room temperature, and the mixture was stirred at 100° C. for 11 hours and 30 minutes under a nitrogen atmosphere. The reaction mixture was cooled to room temperature, then the insoluble matter was remove... The yield is 32.9%. The solvent is O1CCOCC1 (1,4-dioxane). The product is C(#N)C1=CC=C(C=C1)NC1=NC=C(C(=N1)NCCC)C(=O)OCC (ethyl 2-((4-cyanophenyl)amino)-4-(propylamino)pyrimidine-5-carboxylate). Reactants: 4,5′-bis(diphenylphosphino)-9,9′-dimethylxanthene, NC1=NC=C(C(=N1)NCCC)C(=O)OCC (ethyl 2-amino-4-(propylamino)pyrimidine-5-carboxylate), BrC1=CC=C(C#N)C=C1 (4-bromobenzonitrile), C([O-])([O-])=O.[Cs+].[Cs+] (cesium carbonate). Reagents/catalysts: C=1C=CC(=CC1)/C=C/C(=O)/C=C/C2=CC=CC=C2.C=1C=CC(=CC1)/C=C/C(=O)/C=C/C2=CC=CC=C2.C=1C=CC(=CC1)/C=C/C(=O)/C=C/C2=CC=CC=C2.[Pd].[Pd] (tris(dibenzylideneacetone)dipalladium(0)). Conditions: temperature 100 celsius, time 30 minute.